Dataset: the Open Reaction Database (ORD), a public repository of structured organic reaction records. Task: describe an organic reaction: reactants, conditions, products, and yield Reactants: C(C1=CC=CC=C1)(=O)O (benzoic acid), C(C)#N (acetonitrile), N,N'-carbonyldiimidazole, NC1=NC2=NC(=CC=C2C=C1)N1CCCC1 (2-amino-7-(1-pyrrolidinyl)-1,8-naphthyridine). Run in O (water). Run at temperature 4 celsius. Yields the product N1(CCCC1)C1=CC=C2C=CC(=NC2=N1)NC(C1=CC=CC=C1)=O (N-[7-(1-Pyrrolidinyl)-1,8-naphthyridin-2-yl]benzamide). Isolated yield 90.0%. RXN SMILES: [C:1]([OH:9])(=O)[C:2]1[CH:7]=[CH:6][CH:5]=[CH:4][CH:3]=1.[NH2:10][C:11]1[CH:20]=[CH:19][C:18]2[C:13](=[N:14][C:15]([N:21]3[CH2:25][CH2:24][CH2:23][CH2:22]3)=[CH:16][CH:17]=2)[N:12]=1.C(#N)C>O>[N:21]1([C:15]2[N:14]=[C:13]3[C:18]([CH:19]=[CH:20][C:11]([NH:10][C:1](=[O:9])[C:2]4[CH:3]=[CH:4][CH:5]=[CH:6][CH:7]=4)=[N:12]3)=[CH:17][CH:16]=2)[CH2:22][CH2:23][CH2:24][CH2:25]1. Reported procedure: The procedure is analogous to that described in Example 1, but starting with benzoic acid (6.5 g), N,N'-carbonyldiimidazole (8.6 g) and 2-amino-7-(1-pyrrolidinyl)-1,8-naphthyridine (8.6 g). The product obtained by precipitation in water (13 g; m.p. 110° C.) is dissolved in boiling acetonitrile (85 cc). After cooling for 2 hours at 4° C., the crystallized solid is separated by filtration, washed with acetonitrile (15 cc) and dried at 40° C. under reduced pressure (0.07 kPa). N-[7-(1-Pyrrolidinyl)...